Dataset: the Open Reaction Database (ORD), a public repository of structured organic reaction records. Task: describe an organic reaction: reactants, conditions, products, and yield Reactants: NC1=C(C#N)C=C(C(=C1)OC)OC (2-Amino-4,5-dimethoxybenzonitrile), C(CN)N (ethylenediamine). Reagents/catalysts: P12(=S)SP3(=S)SP(=S)(S1)SP(=S)(S2)S3 (diphosphorus pentasulfide). Run in O (water). Conditions: time 8 hour. Yields the product N1C(=NCC1)C1=C(N)C=C(C(=C1)OC)OC (2-(4,5-dihydro-1H-imidazol-2-yl)-4,5-dimethoxyaniline). Yield: 82.3%. Reaction SMILES: [NH2:1][C:2]1[CH:9]=[C:8]([O:10][CH3:11])[C:7]([O:12][CH3:13])=[CH:6][C:3]=1[C:4]#[N:5].[CH2:14](N)[CH2:15][NH2:16]>O.P12(SP3(SP(SP(S3)(S1)=S)(=S)S2)=S)=S>[NH:5]1[CH2:14][CH2:15][N:16]=[C:4]1[C:3]1[CH:6]=[C:7]([O:12][CH3:13])[C:8]([O:10][CH3:11])=[CH:9][C:2]=1[NH2:1]. Reported procedure: 2-Amino-4,5-dimethoxybenzonitrile (5.0 g, 28 mmol) was added to ethylenediamine (7.9 g, 131 mmol) at room temperature. The resulting solution was warmed to 40., and a catalytic amount of diphosphorus pentasulfide (50 mg) was added. The mixture was heated to 80-90, and the stirring was continued overnight. The reaction mixture was diluted with water, and the resulting precipitate was collected by filtration to give 2-(4,5-dihydro-1H-imidazol-2-yl)-4,5-dimethoxyaniline (5.1 g, 82%) as a solid. Reactants: C(C)(=O)OCCCCC=O (5-acetoxypentanal), [Cl-].C[NH2+]C (dimethylammonium chloride), C=O (formaldehyde). Yields the product C(C)(=O)OCCCC(C=O)=C (5-acetoxy-2-methylenepentanal). Reaction SMILES: [C:1]([O:4][CH2:5][CH2:6][CH2:7][CH2:8][CH:9]=[O:10])(=[O:3])[CH3:2].[Cl-].[CH3:12][NH2+]C.C=O>>[C:1]([O:4][CH2:5][CH2:6][CH2:7][C:8](=[CH2:12])[CH:9]=[O:10])(=[O:3])[CH3:2] |f:1.2|. Procedure details: 10 g (69.4 mmol) of 5-acetoxypentanal, 6.37 g (78.2 mmol) of dimethylammonium chloride and 6.1 ml (81.2 mmol) of 37% formaldehyde solution are refluxed for 11/2 hours (bath temperature ~110° C.) with stirring. The mixture is allowed to cool and is extracted three times with ether; the organic phases are combined, dried over MgSO4, filtered and concentrated by evaporation. 5-acetoxy-2-methylenepentanal is obtained in the form of a yellowish oil which can be reacted without further purification. The reactants are CCOC(=O)CCN(Cc1ccccc1)S(=O)(=O)c1ccc(OC)cc1, CCOCC, Cl, NO. The product is COc1ccc(S(=O)(=O)N(CCC(=O)NO)Cc2ccccc2)cc1. Reaction SMILES: [CH2:3]([c:4]1[cH:5][cH:6][cH:7][cH:8][cH:9]1)[N:10]([CH2:11][CH2:12][C:13](=[O:14])[O:15][CH2:16][CH3:17])[S:18](=[O:19])(=[O:20])[c:21]1[cH:22][cH:23][c:24]([O:27][CH3:28])[cH:25][cH:26]1.[CH3:30][CH2:31][O:32][CH2:33][CH3:34].[ClH:29].[NH2:1][OH:2]>>[NH:1]([OH:2])[C:13]([CH2:12][CH2:11][N:10]([CH2:3][c:4]1[cH:5][cH:6][cH:7][cH:8][cH:9]1)[S:18](=[O:19])(=[O:20])[c:21]1[cH:22][cH:23][c:24]([O:27][CH3:28])[cH:25][cH:26]1)=[O:14]. Reactants: CN1C(C=C(C=C1)C=1C=NC(=NC1)C1CN(CC1)C(=O)OC1C2CC3(CC(CC1C3)C2)C(=O)O)=O (4-((3-(5-(1-methyl-2-oxo-1,2-dihydropyridin-4-yl)pyrimidin-2-yl)pyrrolidine-1-carbonyl)oxy)adamantane-1-carboxylic acid), C=1C=CC2=C(C1)N=NN2O (HOBt), CCN=C=NCCCN(C)C.Cl (EDCl), CCN(C(C)C)C(C)C (i-Pr2NEt). Solvent: ClCCl (dichloromethane). Yields the product CN1C(C=C(C=C1)C=1C=NC(=NC1)C1CN(CC1)C(=O)OC1C2CC3(CC(CC1C3)C2)C(N)=O)=O (1-carbamoyl-4-adamantyl 3-(5-(1-methyl-2-oxo-1,2-dihydropyridin-4-yl)pyrimidin-2-yl)pyrrolidine-1-carboxylate). RXN SMILES: [CH3:1][N:2]1[CH:7]=[CH:6][C:5]([C:8]2[CH:9]=[N:10][C:11]([CH:14]3[CH2:18][CH2:17][N:16]([C:19]([O:21][CH:22]4[CH:29]5[CH2:30][C:25]6([C:32](O)=[O:33])[CH2:26][CH:27]([CH2:31][CH:23]4[CH2:24]6)[CH2:28]5)=[O:20])[CH2:15]3)=[N:12][CH:13]=2)=[CH:4][C:3]1=[O:35].C1C=CC2N(O)N=[N:42]C=2C=1.CCN=C=NCCCN(C)C.Cl.CCN(C(C)C)C(C)C>ClCCl>[CH3:1][N:2]1[CH:7]=[CH:6][C:5]([C:8]2[CH:9]=[N:10][C:11]([CH:14]3[CH2:18][CH2:17][N:16]([C:19]([O:21][CH:22]4[CH:23]5[CH2:24][C:25]6([C:32](=[O:33])[NH2:42])[CH2:26][CH:27]([CH2:28][CH:29]4[CH2:30]6)[CH2:31]5)=[O:20])[CH2:15]3)=[N:12][CH:13]=2)=[CH:4][C:3]1=[O:35] |f:2.3|. Procedure: A solution of 4-((3-(5-(1-methyl-2-oxo-1,2-dihydropyridin-4-yl)pyrimidin-2-yl)pyrrolidine-1-carbonyl)oxy)adamantane-1-carboxylic acid (20 mg, 0.04 mmol), HOBt (11.3 mg, 0.08 mmol), EDCl (16.5 mg, 0.08 mmol) and i-Pr2NEt (27 mg, 0.21 mmol) in dichloromethane (5 mL) was stirred overnight under ammonia gas. The reaction mixture was concentrated to afford an oil which was purified by basic preparative HPLC to afford two isomers: The reactants are N\C(=C/C(=O)OCC)\C(F)(F)F (ethyl 3-amino-4,4,4-trifluorocrotonate), [H-].[Na+] (sodium hydride), FC1=C(C=CC(=C1F)F)NC(OCC)=O (ethyl 2,3,4-trifluorophenylcarbamate). Run in CN(C=O)C (dimethylformamide). Conditions: time 15 minute. Yields the product FC1=C(C=CC(=C1F)F)N1C(NC(=CC1=O)C(F)(F)F)=O (3-(2,3,4-trifluorophenyl)-6-trifluoromethyl-2,4(1H,3H)-pyrimidinedione). Isolated yield 16.2%. As a reaction SMILES: [NH2:1]/[C:2](/[C:9]([F:12])([F:11])[F:10])=[CH:3]\[C:4]([O:6]CC)=O.[H-].[Na+].[F:15][C:16]1[C:21]([F:22])=[C:20]([F:23])[CH:19]=[CH:18][C:17]=1[NH:24][C:25](=O)[O:26]CC>CN(C)C=O>[F:15][C:16]1[C:21]([F:22])=[C:20]([F:23])[CH:19]=[CH:18][C:17]=1[N:24]1[C:4](=[O:6])[CH:3]=[C:2]([C:9]([F:10])([F:11])[F:12])[NH:1][C:25]1=[O:26] |f:1.2|. Reported procedure: 1.28 g of ethyl 3-amino-4,4,4-trifluorocrotonate was added to a 10 ml dimethylformamide solution of 0.33 g of sodium hydride (purity: 55%) under ice cooling and stirred at room temperature for 15 minutes, followed by addition of 1.31 g of ethyl 2,3,4-trifluorophenylcarbamate and was stirred at 90° C. for 4 hours. Then dimethylformamide was distilled away under reduced pressure and the residue was dissolved in 100 ml of water. This aqueous solution was washed with diethyl ether, then added to a m... Reactants: CC1=CN(C(=O)NC1=O)[C@H]2C[C@@H]([C@H](O2)CO)N=[N+]=[N-] (AZT), BrCCN1C(C=2C(C1=O)=CC=CC2)=O (N-(2-bromoethyl)-phthalimide). The product is C1(C=2C(C(N1CCN1C(N([C@H]3C[C@@H]([C@@H](CO)O3)N=[N+]=[N-])C=C(C1=O)C)=O)=O)=CC=CC2)=O (3-(2-phthalimidoethyl)-3'-azido-3'-deoxythymidine). RXN SMILES: [CH3:1][C:2]1[C:8](=[O:9])[NH:7][C:5](=[O:6])[N:4]([C@@H:10]2[O:14][C@H:13]([CH2:15][OH:16])[C@@H:12]([N:17]=[N+:18]=[N-:19])[CH2:11]2)[CH:3]=1.Br[CH2:21][CH2:22][N:23]1[C:27](=[O:28])[C:26]2=[CH:29][CH:30]=[CH:31][CH:32]=[C:25]2[C:24]1=[O:33]>>[C:24]1(=[O:33])[N:23]([CH2:22][CH2:21][N:7]2[C:8](=[O:9])[C:2]([CH3:1])=[CH:3][N:4]([C@@H:10]3[O:14][C@H:13]([CH2:15][OH:16])[C@@H:12]([N:17]=[N+:18]=[N-:19])[CH2:11]3)[C:5]2=[O:6])[C:27](=[O:28])[C:26]2=[CH:29][CH:30]=[CH:31][CH:32]=[C:25]12. Procedure details: AZT is reacted with N-(2-bromoethyl)-phthalimide (Reaction B) to provide 3-(2-phthalimidoethyl)-3'-azido-3'-deoxythymidine (3-PHT-E-AZT) (Example 25). Reactants: CCOC(=O)CC(=O)C(F)(F)F (ethyl 3-oxo-4,4,4-trifluoroacetoacetate), CC(=O)O[Na] (CH3COONa), O (water), [Cl-].C1(=CC=CC=C1)[N+]#N (phenyldiazonium chloride). The solvent is C(C)O (ethanol). Yields the product C1(=CC=CC=C1)NN=C(C(=O)OCC)C(C(F)(F)F)=O (Ethyl 2-phenylhydrazono-4,4,4-trifluoro-3-oxobutyrate). The yield is 60.0%. As a reaction SMILES: [CH3:1][CH2:2][O:3][C:4]([CH2:6][C:7]([C:9]([F:12])([F:11])[F:10])=[O:8])=[O:5].CC(O[Na])=O.O.[Cl-].[C:20]1([N+:26]#[N:27])[CH:25]=[CH:24][CH:23]=[CH:22][CH:21]=1>C(O)C>[C:20]1([NH:26][N:27]=[C:6]([C:7](=[O:8])[C:9]([F:10])([F:11])[F:12])[C:4]([O:3][CH2:2][CH3:1])=[O:5])[CH:25]=[CH:24][CH:23]=[CH:22][CH:21]=1 |f:3.4|. Reported procedure: 7.3 ml (0.05 mol) of ethyl 3-oxo-4,4,4-trifluoroacetoacetate, 6 g (0.073 mol) of CH3COONa, 20 ml of water, 37.5 ml of ethanol and a solution of 0.05 mol of phenyldiazonium chloride were treated as described in preparation 2. The crude product was purified by chromatography on silica gel (hexane/Et2O 0%→25%) obtaining 8.65 g of the title compound. M.p.=78°-80° C.